Dataset: the Open Reaction Database (ORD), a public repository of structured organic reaction records. Task: describe an organic reaction: reactants, conditions, products, and yield Starting materials: ice water, C1(CC=CC1)O (3-cyclopenten-1-ol), ON1C(C=2C(C1=O)=CC=CC2)=O (N-hydroxyphthalimide), C1(=CC=CC=C1)P(C1=CC=CC=C1)C1=CC=CC=C1 (triphenylphosphine), N(=NC(=O)OCC)C(=O)OCC (diethyl azodicarboxylate). Solvent: O1CCCC1 (tetrahydrofuran). Run at temperature 45 celsius, time 2 hour. Product: C1(CC=CC1)ON1C(C=2C(C1=O)=CC=CC2)=O (N-(3-cyclopenten-1-yloxy)phthalimide). The yield is 61.4%. As a reaction SMILES: [CH:1]1([OH:6])[CH2:5][CH:4]=[CH:3][CH2:2]1.O[N:8]1[C:12](=[O:13])[C:11]2=[CH:14][CH:15]=[CH:16][CH:17]=[C:10]2[C:9]1=[O:18].C1(P(C2C=CC=CC=2)C2C=CC=CC=2)C=CC=CC=1.N(C(OCC)=O)=NC(OCC)=O>O1CCCC1>[CH:1]1([O:6][N:8]2[C:9](=[O:18])[C:10]3=[CH:17][CH:16]=[CH:15][CH:14]=[C:11]3[C:12]2=[O:13])[CH2:5][CH:4]=[CH:3][CH2:2]1. Procedure details: To a solution of 3-cyclopenten-1-ol (15.3 g), N-hydroxyphthalimide (29.7 g) and triphenylphosphine (47.7 g) in tetrahydrofuran (250 ml) was added diethyl azodicarboxylate (31.7 g) at 40° to 50° C. After stirring at 45° C. for 2 hours, the reaction mixture was poured into ice-water and extracted with ethyl acetate. The separated organic layer was washed with 5% aqueous solution of sodium bicarbonate, brine, successively and dried over magnesium sulfate. The solvent was evaporated in vacuo, and th...